From a dataset of the Open Reaction Database (ORD), a public repository of structured organic reaction records. describe an organic reaction: reactants, conditions, products, and yield Reactants: BrC1=CC(=NC=C1C)Cl (4-bromo-2-chloro-5-methylpyridine), (PhCO2)2, C1CC(=O)N(C1=O)Br (NBS). Solvent: C(Cl)Cl (CH2Cl2), O (H2O), C(Cl)(Cl)(Cl)Cl (CCl4). Product: BrC1=CC(=NC=C1CBr)Cl (4-bromo-5-(bromomethyl)-2-chloropyridine). RXN SMILES: [Br:1][C:2]1[C:7]([CH3:8])=[CH:6][N:5]=[C:4]([Cl:9])[CH:3]=1.C1C(=O)N([Br:17])C(=O)C1>C(Cl)(Cl)(Cl)Cl.C(Cl)Cl.O>[Br:1][C:2]1[C:7]([CH2:8][Br:17])=[CH:6][N:5]=[C:4]([Cl:9])[CH:3]=1. Reported procedure: A flask was charged with 4-bromo-2-chloro-5-methylpyridine (513 mg, 2.48 mmol), (PhCO2)2 (32 mg, 0.13 mmol), and NBS (452 mg, 2.54 mmol) then diluted with CCl4 (9 mL). The reaction mixture was heated to reflux for 2 hours and then allowed to cool to room temperature and diluted with CH2Cl2 and H2O. The layers were separated and the aqueous layer was extracted with CH2Cl2. The combined organic extracts were dried over Na2SO4, filtered, and concentrated in vacuo. The crude residue was purified by ...